From a dataset of the Open Reaction Database (ORD), a public repository of structured organic reaction records. describe an organic reaction: reactants, conditions, products, and yield Starting materials: C(C)(C)NC(C)C (diisopropylamine), COC1=CC(=C(C(=O)O)C=C1)C (4-methoxy-2-methylbenzoic acid), C(OC)(OC)=O (dimethyl carbonate), C(CCC)[Li] (n-butyllithium). Run in C1CCOC1 (THF), C1CCOC1 (THF). Conditions: temperature 0 celsius, time 4 hour. The product is C(=O)(O)CC1=C(C(=O)O)C=CC(=C1)OC (2-(Carboxymethyl)-4-methoxybenzoic acid). The yield is 86.1%. As a reaction SMILES: C(NC(C)C)(C)C.C([Li])CCC.[CH3:13][O:14][C:15]1[CH:23]=[CH:22][C:18]([C:19]([OH:21])=[O:20])=[C:17]([CH3:24])[CH:16]=1.[C:25](=O)([O:28]C)[O:26]C>C1COCC1>[C:25]([CH2:24][C:17]1[CH:16]=[C:15]([O:14][CH3:13])[CH:23]=[CH:22][C:18]=1[C:19]([OH:21])=[O:20])([OH:28])=[O:26]. Reported procedure: A solution of diisopropylamine (3.43 ml, 24.07 mmol) in THF (3 mL) was cooled to −78° C. and n-butyllithium (9.63 ml, 24.07 mmol) was added dropwise and allowed the solution to warm to 0° C. for 5 min and then re-cooled to −78° C. 4-methoxy-2-methylbenzoic acid (1 g, 6.02 mmol) and dimethyl carbonate (1.013 ml, 12.04 mmol) in THF (3 mL) was added dropwise. After the addition is complete, the reaction is allowed to slowly warm to RT and stir for 4 h. The reaction was quenched with 10 mL of H2O an... Starting materials: ClC1=NC(=CN=C1)Cl (2,6-dichloropyrazine), TEA, FC=1C=C(C=CC1)CN ((3-fluorophenyl)methanamine). The solvent is CS(=O)C (DMSO), CS(=O)C (DMSO). Conditions: temperature 90 celsius. Yields the product ClC1=CN=CC(=N1)NCC1=CC(=CC=C1)F (6-chloro-N-(3-fluorobenzyl)pyrazin-2-amine). Isolated yield 57.3%. Reaction SMILES: Cl[C:2]1[CH:7]=[N:6][CH:5]=[C:4]([Cl:8])[N:3]=1.[F:9][C:10]1[CH:11]=[C:12]([CH2:16][NH2:17])[CH:13]=[CH:14][CH:15]=1>CS(C)=O>[Cl:8][C:4]1[N:3]=[C:2]([NH:17][CH2:16][C:12]2[CH:13]=[CH:14][CH:15]=[C:10]([F:9])[CH:11]=2)[CH:7]=[N:6][CH:5]=1. Reported procedure: To 2,6-dichloropyrazine (175 mg, 1.175 mmol) was added DMSO (1.5 ml), TEA (0.196 ml, 1.410 mmol) and (3-fluorophenyl)methanamine (368 mg, 2.94 mmol) l. The reaction mixture then was stirred at 90° C. until completion as indicated by LCMS, about 1 hour. To the reaction mixture was added 3 ml of DMSO, filtered and the residue was purified by prep LC. After lyphilization, 160 mg of the title compound was obtained as a TFA. LCMS (m/z): 238.1 (MH+), retention time=0.96 min. Reactants: SCCCCCCCCCCC(=O)O (11-mercaptoundecanoic acid), C1(=CC=CC=C1)C(O)C1=CC=CC=C1 (diphenylmethanol). The solvent is FC(C(=O)O)(F)F (trifluoroacetic acid). The product is C1(=CC=CC=C1)C(SCCCCCCCCCCC(=O)O)C1=CC=CC=C1 (11-(Diphenylmethylthio)-undecanoic Acid). Yield: 44.0%. Reaction SMILES: [SH:1][CH2:2][CH2:3][CH2:4][CH2:5][CH2:6][CH2:7][CH2:8][CH2:9][CH2:10][CH2:11][C:12]([OH:14])=[O:13].[C:15]1([CH:21]([C:23]2[CH:28]=[CH:27][CH:26]=[CH:25][CH:24]=2)O)[CH:20]=[CH:19][CH:18]=[CH:17][CH:16]=1>FC(F)(F)C(O)=O>[C:15]1([CH:21]([C:23]2[CH:24]=[CH:25][CH:26]=[CH:27][CH:28]=2)[S:1][CH2:2][CH2:3][CH2:4][CH2:5][CH2:6][CH2:7][CH2:8][CH2:9][CH2:10][CH2:11][C:12]([OH:14])=[O:13])[CH:20]=[CH:19][CH:18]=[CH:17][CH:16]=1. Procedure: A solution of 11-mercaptoundecanoic acid (300 mg, 1.3 mmol) and diphenylmethanol (255 mg, 1.3 mmol) in trifluoroacetic acid was stirred at RT, under nitrogen for 30 min. Trifluoroacetic acid was evaporated under high vacuum, the residue dissolved in ether (20 ml), washed with water (3×20 ml), dried and evaporated. The residue was purified by chromatography (light pet—ethyl acetate, 80:20-50:50) on silica to give the desired product (220 mg, 42%), m.p. (Found C, 74.55; H, 8.77. C24H34O2S requires... Reactants: ClC=1C=C2C=CC(=CC2=CC1)S(=O)(=O)N1CC(N(C(C1)=O)NC1CCN(CC1)C1=CC(=NC=C1)C)CC(=O)OC (Methyl 4-[(6-Chloro-2-naphthyl)sulfonyl]-1-[[1-(2-methyl-4-pyridinyl)-4-piperidinyl]amino]-6-oxo-2-piperazineacetate), C=O (formaldehyde), aqueous solution, [OH-].[Na+] (sodium hydroxide). Solvent: aqueous solution, C(=O)O (formic acid). Yields the product ClC=1C=C2C=CC(=CC2=CC1)S(=O)(=O)N1CC(N(C(C1)=O)N(C1CCN(CC1)C1=CC(=NC=C1)C)C)CC(=O)OC (Methyl 4-[(6-Chloro-2-naphthyl)sulfonyl]-1-[methyl[1-(2-methyl-4-pyridinyl)-4-piperidinyl]amino]-6-oxo-2-piperazineacetate). Reaction SMILES: [Cl:1][C:2]1[CH:3]=[C:4]2[C:9](=[CH:10][CH:11]=1)[CH:8]=[C:7]([S:12]([N:15]1[CH2:20][C:19](=[O:21])[N:18]([NH:22][CH:23]3[CH2:28][CH2:27][N:26]([C:29]4[CH:34]=[CH:33][N:32]=[C:31]([CH3:35])[CH:30]=4)[CH2:25][CH2:24]3)[CH:17]([CH2:36][C:37]([O:39][CH3:40])=[O:38])[CH2:16]1)(=[O:14])=[O:13])[CH:6]=[CH:5]2.[OH-].[Na+].[CH2:43]=O>C(O)=O>[Cl:1][C:2]1[CH:3]=[C:4]2[C:9](=[CH:10][CH:11]=1)[CH:8]=[C:7]([S:12]([N:15]1[CH2:20][C:19](=[O:21])[N:18]([N:22]([CH3:43])[CH:23]3[CH2:24][CH2:25][N:26]([C:29]4[CH:34]=[CH:33][N:32]=[C:31]([CH3:35])[CH:30]=4)[CH2:27][CH2:28]3)[CH:17]([CH2:36][C:37]([O:39][CH3:40])=[O:38])[CH2:16]1)(=[O:13])=[O:14])[CH:6]=[CH:5]2 |f:1.2|. Procedure details: Methyl 4-[(6-chloro-2-naphthyl)sulfonyl]-1-[[1-(2-methyl-4-pyridinyl)-4-piperidinyl]amino]-6-oxo-2-piperazineacetate (0.30 g) obtained in Example 138 was dissolved in a 37% aqueous solution of formaldehyde (6.5 ml) and formic acid (3.0 ml) and refluxed for 15 hours. The reaction mixture was cooled, made alkaline by adding a 1N aqueous solution of sodium hydroxide, extracted with dichloromethane, dried and concentrated. The residue thus obtained was crystallized from ethanol to obtain the title c... Starting materials: COc1ccc(CC(SC)S(C)=O)cc1, CO, O=S(=O)(O)O. The product is COc1ccc(CC=O)cc1. RXN SMILES: [CH3:1][O:2][c:3]1[cH:4][cH:5][c:6]([CH2:9][CH:10]([S:11]([CH3:12])=[O:13])[S:14][CH3:15])[cH:7][cH:8]1.[CH3:21][OH:22].[S:16]([OH:17])(=[O:18])(=[O:19])[OH:20]>>[CH3:1][O:2][c:3]1[cH:4][cH:5][c:6]([CH2:9][CH:10]=[O:17])[cH:7][cH:8]1.